From a dataset of the Open Reaction Database (ORD), a public repository of structured organic reaction records. describe an organic reaction: reactants, conditions, products, and yield The reactants are CC1([C@@H]([C@@H]1\C=C(\C(OC)=O)/Cl)C(=O)Cl)C ((1R,cis) 2,2-dimethyl-3(Z)-[2-chloro-3-oxo-3-methoxy-propenyl]-cyclopropane-1-carboxylic acid chloride), OC1C(=C(C(C1)=O)CC=C)C (hydroxy-3-methyl-2-(2-propenyl)-2-cyclopenten-1-one). Run in C(Cl)(Cl)Cl (chloroform). Product: CC1([C@@H]([C@@H]1\C=C(\C(OC)=O)/Cl)C(=O)OC1C(=C(C(C1)=O)CC=C)C)C (2-methyl-4-oxo-3-(2-propenyl)-2-cyclopenten-1-yl (1R,cis) 2,2-dimethyl-3(Z)-[2-chloro-3-oxo-3-methoxy-propenyl]-cyclopropane-1-carboxylate). Reaction SMILES: [CH3:1][C:2]1([CH3:15])[C@@H:4](/[CH:5]=[C:6](\[Cl:11])/[C:7](=[O:10])[O:8][CH3:9])[C@H:3]1[C:12](Cl)=[O:13].[OH:16][CH:17]1[CH2:21][C:20](=[O:22])[C:19]([CH2:23][CH:24]=[CH2:25])=[C:18]1[CH3:26]>C(Cl)(Cl)Cl>[CH3:1][C:2]1([CH3:15])[C@@H:4](/[CH:5]=[C:6](\[Cl:11])/[C:7](=[O:10])[O:8][CH3:9])[C@H:3]1[C:12]([O:16][CH:17]1[CH2:21][C:20](=[O:22])[C:19]([CH2:23][CH:24]=[CH2:25])=[C:18]1[CH3:26])=[O:13]. Reported procedure: (1R,cis) 2,2-dimethyl-3(Z)-[2-chloro-3-oxo-3-methoxy-propenyl]-cyclopropane-1-carboxylic acid chloride and (4S) hydroxy-3-methyl-2-(2-propenyl)-2-cyclopenten-1-one were reacted to obtain (1S) 2-methyl-4-oxo-3-(2-propenyl)-2-cyclopenten-1-yl (1R,cis) 2,2-dimethyl-3(Z)-[2-chloro-3-oxo-3-methoxy-propenyl]-cyclopropane-1-carboxylate with a specific [α]D20 =+27°±2.5° (c=0.3% in chloroform). Reactants: BrC=1C=C2C=3CCCC(C3NC2=CC1)N (6-bromo-2,3,4,9-tetrahydro-1H-carbazol-1-amine), ClC1=CC=C(C(=O)Cl)C=C1 (4-chlorobenzoyl chloride). Product: BrC=1C=C2C=3CCCC(C3NC2=CC1)NC(C1=CC=C(C=C1)Cl)=O (N-(6-Bromo-2,3,4,9-tetrahydro-1H-carbazol-1-yl)-4-chlorobenzamide), solid. Isolated yield 69.0%. RXN SMILES: [Br:1][C:2]1[CH:3]=[C:4]2[C:12](=[CH:13][CH:14]=1)[NH:11][C:10]1[CH:9]([NH2:15])[CH2:8][CH2:7][CH2:6][C:5]2=1.[Cl:16][C:17]1[CH:25]=[CH:24][C:20]([C:21](Cl)=[O:22])=[CH:19][CH:18]=1>>[Br:1][C:2]1[CH:3]=[C:4]2[C:12](=[CH:13][CH:14]=1)[NH:11][C:10]1[CH:9]([NH:15][C:21](=[O:22])[C:20]3[CH:24]=[CH:25][C:17]([Cl:16])=[CH:18][CH:19]=3)[CH2:8][CH2:7][CH2:6][C:5]2=1. Procedure: N-(6-Bromo-2,3,4,9-tetrahydro-1H-carbazol-1-yl)-4-chlorobenzamide was prepared from 6-bromo-2,3,4,9-tetrahydro-1H-carbazol-1-amine and 4-chlorobenzoyl chloride in a similar manner as described above to give a tan solid (69% yield). 1H-NMR (CDCl3): δ 8.89 (s, 1H), 7.71 (d, 2H), 7.60 (m, 1H), 7.40 (d, 2H), 7.23 (dd, 1H), 7.17 (dd, 1H), 6.36 (d, 1H), 5.30 (m, 1H), 2.69 (m, 2H), 2.29 (m, 1H), 1.96 (m, 3H); MS m/z 403 (M−1). Reactants: O=C(C(=O)c1ccc(F)c(Br)c1)c1ccc(OC(F)F)cc1, CN1C(=O)C(c2ccc(OC(F)F)cc2)(c2cccc(C#CCF)c2)N=C1N, C#CCO. Product: CN1C(=O)C(c2ccc(OC(F)F)cc2)(c2ccc(F)c(C#CCF)c2)N=C1N. RXN SMILES: [Br:29][c:30]1[cH:31][c:32]([C:33](=[O:34])[C:35]([c:37]2[cH:38][cH:39][c:40]([O:41][CH:42]([F:43])[F:44])[cH:45][cH:46]2)=[O:47])[cH:48][cH:49][c:50]1[F:36].[NH2:1][C:2]1=[N:3][C:4]([c:9]2[cH:10][c:11]([C:15]#[C:16][CH2:17][F:18])[cH:12][cH:13][cH:14]2)([c:19]2[cH:20][cH:21][c:22]([O:25][CH:26]([F:27])[F:28])[cH:23][cH:24]2)[C:5](=[O:8])[N:6]1[CH3:7].[OH:51][CH2:52][C:53]#[CH:54]>>[NH2:1][C:2]1=[N:3][C:4]([c:9]2[cH:10][c:11]([C:15]#[C:16][CH2:17][F:18])[c:12]([F:36])[cH:13][cH:14]2)([c:19]2[cH:20][cH:21][c:22]([O:25][CH:26]([F:27])[F:28])[cH:23][cH:24]2)[C:5](=[O:8])[N:6]1[CH3:7]. Starting materials: O=C(n1ccnc1)n1ccnc1, CN(C)CCCN, C1CCOC1, c1ccc(N2CCNCC2)cc1. Yields the product CN(C)CCCNC(=O)N1CCN(c2ccccc2)CC1. RXN SMILES: [C:1](=[O:2])([n:3]1[cH:4][cH:5][n:6][cH:7]1)[n:8]1[cH:9][cH:10][n:11][cH:12]1.[CH3:13][N:14]([CH2:15][CH2:16][CH2:17][NH2:18])[CH3:19].[O:32]1[CH2:33][CH2:34][CH2:35][CH2:36]1.[c:20]1([N:26]2[CH2:27][CH2:28][NH:29][CH2:30][CH2:31]2)[cH:21][cH:22][cH:23][cH:24][cH:25]1>>[C:1](=[O:2])([NH:18][CH2:17][CH2:16][CH2:15][N:14]([CH3:13])[CH3:19])[N:29]1[CH2:28][CH2:27][N:26]([c:20]2[cH:21][cH:22][cH:23][cH:24][cH:25]2)[CH2:31][CH2:30]1. Starting materials: CCCCCCCNC(=O)N(C)c1cccc(-c2ccc(CC(Nc3ccccc3C(=O)c3ccccc3)C(=O)O)cc2)c1, CCOC(=O)C(Cc1ccc(-c2cccc(N(C)C(=O)Nc3ccc4ccccc4c3)c2)cc1)Nc1ccccc1C(=O)c1ccccc1, [Li+], [OH-]. Product: CN(C(=O)Nc1ccc2ccccc2c1)c1cccc(-c2ccc(CC(Nc3ccccc3C(=O)c3ccccc3)C(=O)O)cc2)c1. RXN SMILES: [C:1]([c:2]1[cH:3][cH:4][cH:5][cH:6][c:7]1[NH:8][CH:9]([CH2:10][c:11]1[cH:12][cH:13][c:14](-[c:15]2[cH:16][cH:17][cH:18][c:19]([N:20]([CH3:21])[C:22]([NH:23][CH2:24][CH2:25][CH2:26][CH2:27][CH2:28][CH2:29][CH3:30])=[O:31])[cH:32]2)[cH:33][cH:34]1)[C:35]([OH:36])=[O:37])(=[O:38])[c:39]1[cH:40][cH:41][cH:42][cH:43][cH:44]1.[C:45]([c:46]1[cH:47][cH:48][cH:49][cH:50][cH:51]1)(=[O:52])[c:53]1[c:54]([NH:59][CH:60]([C:61](=[O:62])[O:63][CH2:64][CH3:65])[CH2:66][c:67]2[cH:68][cH:69][c:70](-[c:73]3[cH:74][c:75]([N:79]([C:80](=[O:81])[NH:82][c:83]4[cH:84][c:85]5[cH:86][cH:87][cH:88][cH:89][c:90]5[cH:91][cH:92]4)[CH3:93])[cH:76][cH:77][cH:78]3)[cH:71][cH:72]2)[cH:55][cH:56][cH:57][cH:58]1.[Li+:94].[OH-:95]>>[C:45]([c:46]1[cH:47][cH:48][cH:49][cH:50][cH:51]1)(=[O:52])[c:53]1[c:54]([NH:59][CH:60]([C:61](=[O:62])[OH:63])[CH2:66][c:67]2[cH:68][cH:69][c:70](-[c:73]3[cH:74][c:75]([N:79]([C:80](=[O:81])[NH:82][c:83]4[cH:84][c:85]5[cH:86][cH:87][cH:88][cH:89][c:90]5[cH:91][cH:92]4)[CH3:93])[cH:76][cH:77][cH:78]3)[cH:71][cH:72]2)[cH:55][cH:56][cH:57][cH:58]1.